From a dataset of the Open Reaction Database (ORD), a public repository of structured organic reaction records. describe an organic reaction: reactants, conditions, products, and yield Starting materials: CC(C)C(=O)Nc1cccc(C2CCN(CCC(O)c3ccc(F)cc3)CC2)c1, Oc1ccc(Cl)cc1. The product is CC(C)C(=O)Nc1cccc(C2CCN(CCC(Oc3ccc(Cl)cc3)c3ccc(F)cc3)CC2)c1. Reaction SMILES: [F:1][c:2]1[cH:3][cH:4][c:5]([CH:8]([CH2:9][CH2:10][N:11]2[CH2:12][CH2:13][CH:14]([c:17]3[cH:18][c:19]([NH:23][C:24]([CH:25]([CH3:26])[CH3:27])=[O:28])[cH:20][cH:21][cH:22]3)[CH2:15][CH2:16]2)[OH:29])[cH:6][cH:7]1.[OH:30][c:31]1[cH:32][cH:33][c:34]([Cl:35])[cH:36][cH:37]1>>[F:1][c:2]1[cH:3][cH:4][c:5]([CH:8]([CH2:9][CH2:10][N:11]2[CH2:12][CH2:13][CH:14]([c:17]3[cH:18][c:19]([NH:23][C:24]([CH:25]([CH3:26])[CH3:27])=[O:28])[cH:20][cH:21][cH:22]3)[CH2:15][CH2:16]2)[O:29][c:31]2[cH:32][cH:33][c:34]([Cl:35])[cH:36][cH:37]2)[cH:6][cH:7]1. Reactants: CCOC(=O)CC#N, CC(C)(C)[O-], CS(C)=O, [Cl-], Cc1ccccc1-c1cc(Cl)ncc1C(=O)N(C)Cc1cc(C(F)(F)F)cc(C(F)(F)F)c1, [K+], [NH4+]. The product is CCOC(=O)C(C#N)c1cc(-c2ccccc2C)c(C(=O)N(C)Cc2cc(C(F)(F)F)cc(C(F)(F)F)c2)cn1. RXN SMILES: [C:34](#[N:35])[CH2:36][C:37](=[O:38])[O:39][CH2:40][CH3:41].[CH3:42][C:43]([CH3:44])([O-:45])[CH3:46].[CH3:50][S:51](=[O:52])[CH3:53].[Cl-:48].[F:1][C:2]([c:3]1[cH:4][c:5]([CH2:6][N:7]([C:8]([c:9]2[cH:10][n:11][c:12]([Cl:22])[cH:13][c:14]2-[c:15]2[c:16]([CH3:21])[cH:17][cH:18][cH:19][cH:20]2)=[O:23])[CH3:24])[cH:25][c:26]([C:28]([F:29])([F:30])[F:31])[cH:27]1)([F:32])[F:33].[K+:47].[NH4+:49]>>[F:1][C:2]([c:3]1[cH:4][c:5]([CH2:6][N:7]([C:8]([c:9]2[cH:10][n:11][c:12]([CH:36]([C:34]#[N:35])[C:37](=[O:38])[O:39][CH2:40][CH3:41])[cH:13][c:14]2-[c:15]2[c:16]([CH3:21])[cH:17][cH:18][cH:19][cH:20]2)=[O:23])[CH3:24])[cH:25][c:26]([C:28]([F:29])([F:30])[F:31])[cH:27]1)([F:32])[F:33]. Reactants: O=C(O)c1ncc(Br)cn1, ClCCl, CN(C)C=O, CCN(C(C)C)C(C)C, [Cl-], O=C(Cl)C(=O)Cl, CCC1CN(S(=O)(=O)c2cc3ccc(Cl)cc3s2)CCN1, [NH4+]. Yields the product CCC1CN(S(=O)(=O)c2cc3ccc(Cl)cc3s2)CCN1C(=O)c1ncc(Br)cn1. Reaction SMILES: [Br:1][c:2]1[cH:3][n:4][c:5]([C:8](=[O:9])[OH:10])[n:6][cH:7]1.[CH2:49]([Cl:50])[Cl:51].[CH3:52][N:53]([CH3:54])[CH:55]=[O:56].[CH:17]([N:18]([CH:19]([CH3:20])[CH3:21])[CH2:22][CH3:23])([CH3:24])[CH3:25].[Cl-:47].[Cl:11][C:12]([C:13]([Cl:14])=[O:15])=[O:16].[Cl:26][c:27]1[cH:28][cH:29][c:30]2[c:31]([s:32][c:33]([S:35](=[O:36])(=[O:37])[N:38]3[CH2:39][CH:40]([CH2:44][CH3:45])[NH:41][CH2:42][CH2:43]3)[cH:34]2)[cH:46]1.[NH4+:48]>>[Br:1][c:2]1[cH:3][n:4][c:5]([C:8](=[O:10])[N:41]2[CH:40]([CH2:44][CH3:45])[CH2:39][N:38]([S:35]([c:33]3[s:32][c:31]4[c:30]([cH:29][cH:28][c:27]([Cl:26])[cH:46]4)[cH:34]3)(=[O:36])=[O:37])[CH2:43][CH2:42]2)[n:6][cH:7]1. Starting materials: C(C)C1=C2C(=C(C=C(C2=CC=C1)C=O)OC)OCOC (5-Ethyl-3-methoxy-4-methoxymethoxy-1-naphthalenecarbaldehyde), C(CCC)[Li] (n-butyl lithium). Solvent: CCCCCC (hexane). The product is C(C)C1=C2C(=C(C=C(C2=CC=C1)C(CCCC)=O)OC)OCOC (5'-Ethyl-3'-methoxy-4'-methoxymethoxy-1'-valeronaphthone). As a reaction SMILES: [CH2:1]([C:3]1[CH:12]=[CH:11][CH:10]=[C:9]2[C:4]=1[C:5]([O:17][CH2:18][O:19][CH3:20])=[C:6]([O:15][CH3:16])[CH:7]=[C:8]2[CH:13]=[O:14])[CH3:2].[CH2:21]([Li])[CH2:22][CH2:23][CH3:24]>CCCCCC>[CH2:1]([C:3]1[CH:12]=[CH:11][CH:10]=[C:9]2[C:4]=1[C:5]([O:17][CH2:18][O:19][CH3:20])=[C:6]([O:15][CH3:16])[CH:7]=[C:8]2[C:13](=[O:14])[CH2:21][CH2:22][CH2:23][CH3:24])[CH3:2]. Procedure: 5-Ethyl-3-methoxy-4-methoxymethoxy-1-naphthalenecarbaldehyde and a hexane solution of 1.6M n-butyl lithium were used and treated in the same manner as in Reference 6 to obtain the captioned compound as a yellow oily substance. Reactants: [Na] (sodium), CO (methanol), NC1=NC(=CC=C1[N+](=O)[O-])Cl (2-amino-6-chloro-3-nitropyridine). Product: NC1=NC(=CC=C1[N+](=O)[O-])OC (2-amino-6-methoxy-3-nitropyridine). As a reaction SMILES: [Na].[NH2:2][C:3]1[C:8]([N+:9]([O-:11])=[O:10])=[CH:7][CH:6]=[C:5](Cl)[N:4]=1.[CH3:13][OH:14]>>[NH2:2][C:3]1[C:8]([N+:9]([O-:11])=[O:10])=[CH:7][CH:6]=[C:5]([O:14][CH3:13])[N:4]=1 |^1:0|. Procedure details: 1.65 g (0.0717 mol; 2 equivalents (eq)) of sodium are dissolved in 100 cm3 of methanol. 6.2 g (35.7 mmol) of 2-amino-6-chloro-3-nitropyridine are added and the solution is brought to reflux for 8h. The methanol is evaporated under reduced pressure and the residue is taken up in the minimum amount of water (20 cm3). The solution is extracted with 100 cm3 of ethyl ether. The ether phase is washed with water (20 cm3), separated by settling, dried over MgSO4, decolored with animal charcoal and evapo... The reactants are COC1=CC=C(C2=CC=CC=C12)OC (1,4-dimethoxynaphthalene), FC(C(=O)N[C@H](C)C(=O)O)(F)F ((R)-N-trifluoroacetylalanine), ice, [Al+3].[Cl-].[Cl-].[Cl-] (AlCl3). Solvent: ClCCl (dichloromethane), C(Cl)Cl (CH2Cl2), ClCCl (dichloromethane). Conditions: time 3 hour. Product: COC1=C(C=C(C2=CC=CC=C12)OC)C([C@@H](C)NC(C(F)(F)F)=O)=O (N-[(R)-2-(1,4-Dimethoxy-naphthalen-2-yl)-1-methyl-2-oxo-ethyl]-2,2,2-trifluoro-acetamide). Yield: 32.6%. Reaction SMILES: [Al+3].[Cl-].[Cl-].[Cl-].[CH3:5][O:6][C:7]1[C:16]2[C:11](=[CH:12][CH:13]=[CH:14][CH:15]=2)[C:10]([O:17][CH3:18])=[CH:9][CH:8]=1.[F:19][C:20]([F:30])([F:29])[C:21]([NH:23][C@@H:24]([C:26](O)=[O:27])[CH3:25])=[O:22]>ClCCl>[CH3:18][O:17][C:10]1[C:11]2[C:16](=[CH:15][CH:14]=[CH:13][CH:12]=2)[C:7]([O:6][CH3:5])=[CH:8][C:9]=1[C:26](=[O:27])[C@H:24]([NH:23][C:21](=[O:22])[C:20]([F:19])([F:29])[F:30])[CH3:25] |f:0.1.2.3|. Procedure details: To a suspension of AlCl3 (3.8 g, 28.6 mmol) in dichloromethane (100 mL) was added a solution of 1,4-dimethoxynaphthalene (4.88 g, 25.9 mmol) in dichloromethane (50 mL). To this mixture was added a solution of (R)-N-trifluoroacetylalanine (16 g, 86.5 mmol) in CH2Cl2 (50 mL); this mixture was stirred at room temperature for 3 h. The reaction mixture was poured slowly into ice (200 g) to quench the reaction and the organic layer was separated and dried (MgSO4). The solvent was evaporated and the re...